From a dataset of the Open Reaction Database (ORD), a public repository of structured organic reaction records. describe an organic reaction: reactants, conditions, products, and yield The reactants are ClC(Cl)Cl, O=C(CCCCl)c1cccnc1, [I-], [K+], c1ccc(N2CCNCC2)nc1. Yields the product O=C(CCCN1CCN(c2ccccn2)CC1)c1cccnc1. As a reaction SMILES: [CH:27]([Cl:28])([Cl:29])[Cl:30].[Cl:1][CH2:2][CH2:3][CH2:4][C:5](=[O:6])[c:7]1[cH:8][n:9][cH:10][cH:11][cH:12]1.[I-:26].[K+:25].[n:13]1[c:14]([N:19]2[CH2:20][CH2:21][NH:22][CH2:23][CH2:24]2)[cH:15][cH:16][cH:17][cH:18]1>>[CH2:2]([CH2:3][CH2:4][C:5](=[O:6])[c:7]1[cH:8][n:9][cH:10][cH:11][cH:12]1)[N:22]1[CH2:21][CH2:20][N:19]([c:14]2[n:13][cH:18][cH:17][cH:16][cH:15]2)[CH2:24][CH2:23]1. Yields the product C(C1=CC=CC=C1)N=C=O (benzyl isocyanate). Procedure details: 2.16 g of 3-(benzylcarbamyloxy)-4-hydroxy-2,5-diphenylthiophene-1,1-dioxide in 50 ml of o-dichlorobenzene are heated at 150° C. for 2 hours. The benzyl isocyanate formed is then distilled off under reduced pressure produced by a water pump. The reactants are C(C1=CC=CC=C1)NC(=O)OC1=C(S(C(=C1O)C1=CC=CC=C1)(=O)=O)C1=CC=CC=C1 (3-(benzylcarbamyloxy)-4-hydroxy-2,5-diphenylthiophene-1,1-dioxide). Run in ClC1=C(C=CC=C1)Cl (o-dichlorobenzene). Reaction SMILES: [CH2:1]([NH:8][C:9](OC1C(O)=C(C2C=CC=CC=2)S(=O)(=O)C=1C1C=CC=CC=1)=[O:10])[C:2]1[CH:7]=[CH:6][CH:5]=[CH:4][CH:3]=1>ClC1C=CC=CC=1Cl>[CH2:1]([N:8]=[C:9]=[O:10])[C:2]1[CH:7]=[CH:6][CH:5]=[CH:4][CH:3]=1. Starting materials: CN(C)C1CCN(C(=O)c2ccc(CCl)cc2)C1, Cl, [H-], [Na+], CN(C)C=O, c1ccc2[nH]ccc2c1. Yields the product CN(C)C1CCN(C(=O)c2ccc(Cn3ccc4ccccc43)cc2)C1. RXN SMILES: [Cl:13][CH2:14][c:15]1[cH:16][cH:17][c:18]([C:19](=[O:20])[N:21]2[CH2:22][CH:23]([N:26]([CH3:27])[CH3:28])[CH2:24][CH2:25]2)[cH:29][cH:30]1.[ClH:12].[H-:10].[Na+:11].[O:31]=[CH:32][N:33]([CH3:34])[CH3:35].[nH:1]1[cH:2][cH:3][c:4]2[cH:5][cH:6][cH:7][cH:8][c:9]12>>[n:1]1([CH2:14][c:15]2[cH:16][cH:17][c:18]([C:19](=[O:20])[N:21]3[CH2:22][CH:23]([N:26]([CH3:27])[CH3:28])[CH2:24][CH2:25]3)[cH:29][cH:30]2)[cH:2][cH:3][c:4]2[cH:5][cH:6][cH:7][cH:8][c:9]12. The reactants are CCCC[N+](CCCC)(CCCC)CCCC, [F-], C=C1C(CO)C(O[Si](c2ccccc2)(c2ccccc2)C(C)(C)C)CC1n1cnc2c(Cl)nc(N)nc21, C1CCOC1. The product is C=C1C(CO)C(O)CC1n1cnc2c(Cl)nc(N)nc21. RXN SMILES: [CH2:2]([N+:3]([CH2:4][CH2:5][CH2:6][CH3:7])([CH2:8][CH2:9][CH2:10][CH3:11])[CH2:12][CH2:13][CH2:14][CH3:15])[CH2:16][CH2:17][CH3:18].[F-:1].[NH2:19][c:20]1[n:21][c:22]([Cl:55])[c:23]2[n:24][cH:25][n:26]([CH:29]3[C:30](=[CH2:54])[CH:31]([CH2:52][OH:53])[CH:32]([O:34][Si:35]([C:36]([CH3:37])([CH3:38])[CH3:39])([c:40]4[cH:41][cH:42][cH:43][cH:44][cH:45]4)[c:46]4[cH:47][cH:48][cH:49][cH:50][cH:51]4)[CH2:33]3)[c:27]2[n:28]1.[O:56]1[CH2:57][CH2:58][CH2:59][CH2:60]1>>[NH2:19][c:20]1[n:21][c:22]([Cl:55])[c:23]2[n:24][cH:25][n:26]([CH:29]3[C:30](=[CH2:54])[CH:31]([CH2:52][OH:53])[CH:32]([OH:34])[CH2:33]3)[c:27]2[n:28]1. Reactants: C([O-])([O-])=O.[Na+].[Na+] (sodium carbonate), [N+](=O)([O-])C1=CC=C(C=CC=2C=CC=3N(C4=CC=C(C=C4C3C2)C=CC2=CC=C(C=C2)[N+](=O)[O-])CC)C=C1 (3,6-bis(4-nitrostyryl)-9-ethyl carbazole), aqueous solution, Cl (hydrochloric acid), O (water). The reagents and catalysts are [Fe] (iron). The solvent is CN(C=O)C (N,N-dimethylformamide). Conditions: time 1.5 hour. The product is NC1=CC=C(C=CC=2C=CC=3N(C4=CC=C(C=C4C3C2)C=CC2=CC=C(C=C2)N)CC)C=C1 (3,6-bis(4-aminostyryl)-9-ethyl carbazole). As a reaction SMILES: [N+:1]([C:4]1[CH:37]=[CH:36][C:7]([CH:8]=[CH:9][C:10]2[CH:11]=[CH:12][C:13]3[N:14]([CH2:34][CH3:35])[C:15]4[C:20]([C:21]=3[CH:22]=2)=[CH:19][C:18]([CH:23]=[CH:24][C:25]2[CH:30]=[CH:29][C:28]([N+:31]([O-])=O)=[CH:27][CH:26]=2)=[CH:17][CH:16]=4)=[CH:6][CH:5]=1)([O-])=O.Cl.O.C(=O)([O-])[O-].[Na+].[Na+]>[Fe].CN(C)C=O>[NH2:1][C:4]1[CH:37]=[CH:36][C:7]([CH:8]=[CH:9][C:10]2[CH:11]=[CH:12][C:13]3[N:14]([CH2:34][CH3:35])[C:15]4[C:20]([C:21]=3[CH:22]=2)=[CH:19][C:18]([CH:23]=[CH:24][C:25]2[CH:26]=[CH:27][C:28]([NH2:31])=[CH:29][CH:30]=2)=[CH:17][CH:16]=4)=[CH:6][CH:5]=1 |f:3.4.5|. Reported procedure: 20 g of 3,6-bis(4-nitrostyryl)-9-ethyl carbazole were added to a mixture consisting of 30 g of iron powder, 10 ml of concentrated hydrochloric acid, 50 ml of water and 600 ml of N,N-dimethylformamide and subjected to 1.5 hours' intense stirring at a temperature of 80° to 90° C. Thereafter, the pH value was adjusted to be 8 by means of 10% aqueous solution of sodium carbonate while thus heating, and the undissolved matter was filtered. The resulting filtrate, after treating with active carbon, wa... Starting materials: CCCC[N+](CCCC)(CCCC)CCCC, ClCCl, C#CC(C)(C)Cl, [Na+], [OH-], O, Oc1ccc(I)cc1, O=S(=O)([O-])O. Yields the product C#CC(C)(C)Oc1ccc(I)cc1. RXN SMILES: [CH2:22]([N+:23]([CH2:24][CH2:25][CH2:26][CH3:27])([CH2:28][CH2:29][CH2:30][CH3:31])[CH2:32][CH2:33][CH2:34][CH3:35])[CH2:36][CH2:37][CH3:38].[CH2:39]([Cl:40])[Cl:41].[Cl:1][C:2]([C:3]#[CH:4])([CH3:5])[CH3:6].[Na+:16].[OH-:15].[OH2:42].[OH:7][c:8]1[cH:9][cH:10][c:11]([I:12])[cH:13][cH:14]1.[S:17]([O-:18])([OH:19])(=[O:20])=[O:21]>>[C:2]([C:3]#[CH:4])([CH3:5])([CH3:6])[O:7][c:8]1[cH:9][cH:10][c:11]([I:12])[cH:13][cH:14]1.